Dataset: the Open Reaction Database (ORD), a public repository of structured organic reaction records. Task: describe an organic reaction: reactants, conditions, products, and yield Conditions: temperature 10 celsius. The product is title salt, S(C)(=O)(=O)O.NCCCN(C(C1=CC=C(C=C1)C)=O)[C@H](C(C)C)C1=NC2=CC(=CC=C2C(N1CC1=CC=CC=C1)=O)Cl ((R)-N-(3-amino-propyl)-N-[1-(3-benzyl-7-chloro-4-oxo-3,4-dihydro-quinazolin-2-yl)-2-methyl-propyl]-4-methyl-benzamide, mesylate salt). Reported procedure: A dry round bottomed flask, equipped with a magnetic stirrer, dropping funnel, cooling bath and nitrogen bubbler was charged with 10 g (1 eq.) of (R)-N-(3-amino-propyl)-N-[1-(3-benzyl-7-chloro-4-oxo-3,4-dihydro-quinazolin-2-yl)-2-methyl-propyl]-4-methyl-benzamide and 50 mL of MTBE, and stirred until the benzamide was dissolved. The solution was cooled to 10° C. and slowly charged with 1.86 g (1 eq.) of methane sulfonic acid via the dropping funnel. When the addition was complete, the solution wa... As a reaction SMILES: [NH2:1][CH2:2][CH2:3][CH2:4][N:5]([C@@H:15]([C:19]1[N:28]([CH2:29][C:30]2[CH:35]=[CH:34][CH:33]=[CH:32][CH:31]=2)[C:27](=[O:36])[C:26]2[C:21](=[CH:22][C:23]([Cl:37])=[CH:24][CH:25]=2)[N:20]=1)[CH:16]([CH3:18])[CH3:17])[C:6](=[O:14])[C:7]1[CH:12]=[CH:11][C:10]([CH3:13])=[CH:9][CH:8]=1.C(N)(=O)C1C=CC=CC=1.[CH3:47][S:48]([OH:51])(=[O:50])=[O:49]>CC(OC)(C)C>[S:48]([OH:51])(=[O:50])(=[O:49])[CH3:47].[NH2:1][CH2:2][CH2:3][CH2:4][N:5]([C@@H:15]([C:19]1[N:28]([CH2:29][C:30]2[CH:31]=[CH:32][CH:33]=[CH:34][CH:35]=2)[C:27](=[O:36])[C:26]2[C:21](=[CH:22][C:23]([Cl:37])=[CH:24][CH:25]=2)[N:20]=1)[CH:16]([CH3:17])[CH3:18])[C:6](=[O:14])[C:7]1[CH:8]=[CH:9][C:10]([CH3:13])=[CH:11][CH:12]=1 |f:4.5|. Starting materials: NCCCN(C(C1=CC=C(C=C1)C)=O)[C@H](C(C)C)C1=NC2=CC(=CC=C2C(N1CC1=CC=CC=C1)=O)Cl ((R)-N-(3-amino-propyl)-N-[1-(3-benzyl-7-chloro-4-oxo-3,4-dihydro-quinazolin-2-yl)-2-methyl-propyl]-4-methyl-benzamide), CS(=O)(=O)O (methane sulfonic acid), C(C1=CC=CC=C1)(=O)N (benzamide). The yield is 86.0%. Solvent: CC(C)(C)OC (MTBE), hexanes. The reactants are O=C(NCC1CCCCN1)c1cc(OCC(F)(F)F)ccc1OCC(F)(F)F, O=S(=O)(OCC(F)(F)F)C(F)(F)F, Oc1ccc(O)cc1. The product is FC(F)(F)COc1ccc(OCC(F)(F)F)cc1. RXN SMILES: [F:1][C:2]([CH2:3][O:4][c:5]1[c:6]([C:7]([NH:8][CH2:9][CH:10]2[CH2:11][CH2:12][CH2:13][CH2:14][NH:15]2)=[O:16])[cH:17][c:18]([O:21][CH2:22][C:23]([F:24])([F:25])[F:26])[cH:19][cH:20]1)([F:27])[F:28].[F:37][C:38]([F:39])([F:40])[S:41]([O:42][CH2:43][C:44]([F:45])([F:46])[F:47])(=[O:48])=[O:49].[OH:29][c:30]1[cH:31][cH:32][c:33]([OH:34])[cH:35][cH:36]1>>[F:1][C:2]([CH2:3][O:4][c:5]1[cH:6][cH:17][c:18]([O:21][CH2:22][C:23]([F:24])([F:25])[F:26])[cH:19][cH:20]1)([F:27])[F:28]. Reactants: N1C=CC2=CC=CC(=C12)C(=O)OC (methyl 7-indole carboxylate), N1=C(C=CC2=CC=CC=C12)COC1=CC=C(CCl)C=C1 (4-(quinolin-2-ylmethoxy)benzyl chloride). Yields the product COC(=O)C=1C=CC=C2C=CN(C12)CC1=CC=C(C=C1)OCC1=NC2=CC=CC=C2C=C1 (1-[4-(Quinolin-2-ylmethoxy)benzyl]indole-7-carboxylic acid methyl ester). RXN SMILES: [NH:1]1[C:9]2[C:4](=[CH:5][CH:6]=[CH:7][C:8]=2[C:10]([O:12][CH3:13])=[O:11])[CH:3]=[CH:2]1.[N:14]1[C:23]2[C:18](=[CH:19][CH:20]=[CH:21][CH:22]=2)[CH:17]=[CH:16][C:15]=1[CH2:24][O:25][C:26]1[CH:33]=[CH:32][C:29]([CH2:30]Cl)=[CH:28][CH:27]=1>>[CH3:13][O:12][C:10]([C:8]1[CH:7]=[CH:6][CH:5]=[C:4]2[C:9]=1[N:1]([CH2:30][C:29]1[CH:28]=[CH:27][C:26]([O:25][CH2:24][C:15]3[CH:16]=[CH:17][C:18]4[C:23](=[CH:22][CH:21]=[CH:20][CH:19]=4)[N:14]=3)=[CH:33][CH:32]=1)[CH:2]=[CH:3]2)=[O:11]. Reported procedure: This compound was prepared from methyl 7-indole carboxylate and 4-(quinolin-2-ylmethoxy)benzyl chloride (Example 1a) by the method described in Example 1b, part i. The residue was purified by chromatography on flash silica using petroleum spirit 40°-60° C./diethyl ether (2:1, 7:5) as eluent.